Dataset: the Open Reaction Database (ORD), a public repository of structured organic reaction records. Task: describe an organic reaction: reactants, conditions, products, and yield As a reaction SMILES: [CH2:1]([O:8][CH2:9][CH2:10][CH2:11][O:12][C:13]1[N:18]=[CH:17][C:16]([CH:19]2[CH2:24][CH2:23][N:22]([C:25]([O:27][C:28]([CH3:31])([CH3:30])[CH3:29])=[O:26])[CH2:21][CH:20]2[OH:32])=[CH:15][CH:14]=1)[C:2]1[CH:7]=[CH:6][CH:5]=[CH:4][CH:3]=1.[CH2:33](OCCCOC1N=CC(C2(O)CCN(C(OC(C)(C)C)=O)CC2)=CC=1)[C:34]1[CH:39]=[CH:38][CH:37]=[CH:36][CH:35]=1>>[CH2:1]([O:8][CH2:9][CH2:10][CH2:11][O:12][C:13]1[N:18]=[CH:17][C:16]([CH:19]2[CH2:24][CH2:23][N:22]([C:25]([O:27][C:28]([CH3:29])([CH3:31])[CH3:30])=[O:26])[CH2:21][CH:20]2[O:32][CH2:7][C:2]2[CH:3]=[CH:33][C:34]3[C:35](=[CH:36][CH:37]=[CH:38][CH:39]=3)[CH:1]=2)=[CH:15][CH:14]=1)[C:2]1[CH:7]=[CH:6][CH:5]=[CH:4][CH:3]=1. Reported procedure: In an analogous manner to that described in Example 125 (g), by alkylating a 4:1 mixture of tert-butyl (3'RS, 4'RS)-6-(3-benzyloxy-propoxy)-3'-hydroxy-3',4',5',6'-tetrahydro-2'H-[3,4']bipyridine-1'-carboxylate and tert-butyl 6-(3-benzyloxy-propoxy)-4'-hydroxy-3',4',5',6'-tetrahydro-2'H-[3,4']bipyridine-1'-carboxylate with 2-bromomethylnaphthalene and subsequent separation of the isomers there was obtained tert-butyl (3'RS,4'RS)-6-(3-benzyloxy-propoxy)-3'-(naphthalen-2-ylmethoxy)-3',4',5',6'-tetr... Starting materials: Example 125 ( g ), C(C1=CC=CC=C1)OCCCOC1=CC=C(C=N1)C1C(CN(CC1)C(=O)OC(C)(C)C)O (tert-butyl (3'RS, 4'RS)-6-(3-benzyloxy-propoxy)-3'-hydroxy-3',4',5',6'-tetrahydro-2'H-[3,4']bipyridine-1'-carboxylate), C(C1=CC=CC=C1)OCCCOC1=CC=C(C=N1)C1(CCN(CC1)C(=O)OC(C)(C)C)O (tert-butyl 6-(3-benzyloxy-propoxy)-4'-hydroxy-3',4',5',6'-tetrahydro-2'H-[3,4']bipyridine-1'-carboxylate). The product is C(C1=CC=CC=C1)OCCCOC1=CC=C(C=N1)C1C(CN(CC1)C(=O)OC(C)(C)C)OCC1=CC2=CC=CC=C2C=C1 (tert-butyl (3'RS,4'RS)-6-(3-benzyloxy-propoxy)-3'-(naphthalen-2-ylmethoxy)-3',4',5',6'-tetrahydro-2'H-[3,4']bipyridine-1'-carboxylate). The reactants are BrC=1C=C2C(N(C(NC2=CC1)=O)C)C1=NC=CC=C1 (6-Bromo-3-methyl-4-pyridin-2-yl-3,4-dihydro-1H-quinazolin-2-one), CC1=NOC(=C1B(O)O)C (3,5-dimethylisoxazole-4-boronic acid), C(=O)([O-])[O-].[Na+].[Na+] (Na2CO3). The reagents and catalysts are C=1C=CC(=CC1)[P](C=2C=CC=CC2)(C=3C=CC=CC3)[Pd]([P](C=4C=CC=CC4)(C=5C=CC=CC5)C=6C=CC=CC6)([P](C=7C=CC=CC7)(C=8C=CC=CC8)C=9C=CC=CC9)[P](C=1C=CC=CC1)(C=1C=CC=CC1)C=1C=CC=CC1 (Pd(PPh3)4). Run in COCCOC.O (DME H2O). Product: CC1=NOC(=C1C=1C=C2C(N(C(NC2=CC1)=O)C)C1=NC=CC=C1)C (6-(3,5-Dimethyl-isoxazol-4-yl)-3-methyl-4-pyridin-2-yl-3,4-dihydro-1H-quinazolin-2-one). RXN SMILES: Br[C:2]1[CH:3]=[C:4]2[C:9](=[CH:10][CH:11]=1)[NH:8][C:7](=[O:12])[N:6]([CH3:13])[CH:5]2[C:14]1[CH:19]=[CH:18][CH:17]=[CH:16][N:15]=1.[CH3:20][C:21]1[C:25](B(O)O)=[C:24]([CH3:29])[O:23][N:22]=1.C([O-])([O-])=O.[Na+].[Na+]>COCCOC.O.C1C=CC([P]([Pd]([P](C2C=CC=CC=2)(C2C=CC=CC=2)C2C=CC=CC=2)([P](C2C=CC=CC=2)(C2C=CC=CC=2)C2C=CC=CC=2)[P](C2C=CC=CC=2)(C2C=CC=CC=2)C2C=CC=CC=2)(C2C=CC=CC=2)C2C=CC=CC=2)=CC=1>[CH3:20][C:21]1[C:25]([C:2]2[CH:3]=[C:4]3[C:9](=[CH:10][CH:11]=2)[NH:8][C:7](=[O:12])[N:6]([CH3:13])[CH:5]3[C:14]2[CH:19]=[CH:18][CH:17]=[CH:16][N:15]=2)=[C:24]([CH3:29])[O:23][N:22]=1 |f:2.3.4,5.6,^1:46,48,67,86|. Reported procedure: To a solution of crude 6-Bromo-3-methyl-4-pyridin-2-yl-3,4-dihydro-1H-quinazolin-2-one (600 mg, 0.002 mol) in DME/H2O (12 mL/4 mL) is added 3,5-dimethylisoxazole-4-boronic acid (265 mg, 0.002 mol), Pd(PPh3)4 (77 mg, 0.08 mmol) and Na2CO3 (332 mg, 3.14 mmol). After addition, the mixture is refluxed for 3 h. The mixture is concentrated in vacuum and the residue is purified by preparative HPLC to give the desired product as a yellow solid. Starting materials: CCOC(=O)C1CCN(Cc2ccccc2)CC1=O, CC(=O)[O-], CO, [NH4+]. Product: CCOC(=O)C1=C(N)CN(Cc2ccccc2)CC1. RXN SMILES: [CH2:1]([c:2]1[cH:3][cH:4][cH:5][cH:6][cH:7]1)[N:8]1[CH2:9][C:10](=[O:19])[CH:11]([C:14](=[O:15])[O:16][CH2:17][CH3:18])[CH2:12][CH2:13]1.[CH3:21][C:22](=[O:23])[O-:24].[CH3:25][OH:26].[NH4+:20]>>[CH2:1]([c:2]1[cH:3][cH:4][cH:5][cH:6][cH:7]1)[N:8]1[CH2:9][C:10]([NH2:20])=[C:11]([C:14](=[O:15])[O:16][CH2:17][CH3:18])[CH2:12][CH2:13]1. Reactants: CCOC(=O)CBr, [Cl-], CC(C)(C)OC(=O)N1CCCC(C(O)c2cccc(Cl)c2)C1, [H-], [NH4+], [Na+], CN(C)C=O. Yields the product CCOC(=O)COC(c1cccc(Cl)c1)C1CCCN(C(=O)OC(C)(C)C)C1. Reaction SMILES: [Br:25][CH2:26][C:27](=[O:28])[O:29][CH2:30][CH3:31].[Cl-:32].[Cl:3][c:4]1[cH:5][c:6]([CH:10]([CH:11]2[CH2:12][N:13]([C:17](=[O:18])[O:19][C:20]([CH3:21])([CH3:22])[CH3:23])[CH2:14][CH2:15][CH2:16]2)[OH:24])[cH:7][cH:8][cH:9]1.[H-:2].[NH4+:33].[Na+:1].[O:34]=[CH:35][N:36]([CH3:37])[CH3:38]>>[Cl:3][c:4]1[cH:5][c:6]([CH:10]([CH:11]2[CH2:12][N:13]([C:17](=[O:18])[O:19][C:20]([CH3:21])([CH3:22])[CH3:23])[CH2:14][CH2:15][CH2:16]2)[O:24][CH2:26][C:27](=[O:28])[O:29][CH2:30][CH3:31])[cH:7][cH:8][cH:9]1. Starting materials: C(C=C)C1=C(C(=CC=C1C)[N+](=O)[O-])O (2-(2-propenyl)-3-methyl-6-nitrophenol), C(C)(=O)O (acetic acid), Br (hydrobromic acid). Solvent: CCOCC (ether). The product is CC1OC2=C(C1)C(=CC=C2[N+](=O)[O-])C (2,3-dihydro-2,4-dimethyl-7-nitrobenzofuran). Reaction SMILES: [CH2:1]([C:4]1[C:9]([CH3:10])=[CH:8][CH:7]=[C:6]([N+:11]([O-:13])=[O:12])[C:5]=1[OH:14])[CH:2]=[CH2:3].C(O)(=O)C.Br>CCOCC>[CH3:3][CH:2]1[CH2:1][C:4]2[C:9]([CH3:10])=[CH:8][CH:7]=[C:6]([N+:11]([O-:13])=[O:12])[C:5]=2[O:14]1. Reported procedure: 47 g of 1B was added to a mixture of 100 ml of glacial acetic acid and 100 ml of 48% aqueous hydrobromic acid and the mixture was heated at 114°-115° C. for 2.5 hours. The resulting mixture was stripped to dryness, the residue was taken up in 500 ml of ether, and filtered. The filtrate was concentrated to 100 ml, 300 ml of hexane was added, the mixture was chilled and filtered to give 2,3-dihydro-2,4-dimethyl-7-nitrobenzofuran (1C), as a tan solid, m.p.: 69°-71° C.